This data is from the Open Reaction Database (ORD), a public repository of structured organic reaction records. The task is: describe an organic reaction: reactants, conditions, products, and yield Reactants: FC(F)CBr, Oc1ccc(Cl)cc1Br, O=C([O-])[O-], CCC(C)=O, [K+], [K+]. Product: FC(F)COc1ccc(Cl)cc1Br. RXN SMILES: [Br:10][CH2:11][CH:12]([F:13])[F:14].[Br:1][c:2]1[c:3]([OH:9])[cH:4][cH:5][c:6]([Cl:8])[cH:7]1.[C:15](=[O:16])([O-:17])[O-:18].[CH3:21][C:22](=[O:23])[CH2:24][CH3:25].[K+:19].[K+:20]>>[Br:1][c:2]1[c:3]([O:9][CH2:11][CH:12]([F:13])[F:14])[cH:4][cH:5][c:6]([Cl:8])[cH:7]1. Reactants: ClC=1C=C2C=3CCCC(C3NC2=CC1)=O (6-chloro-2,3,4,9-tetrahydro-1H-carbazol-1-one), FC1=CC=C(N)C=C1 (4-fluoroaniline). The product is ClC=1C=C2C=3CCCC(C3NC2=CC1)NC1=CC=C(C=C1)F (6-Chloro-N-(4-fluorophenyl)-2,3,4,9-tetrahydro-1H-carbazol-1-amine), yellow solid. The yield is 43.0%. Reaction SMILES: [Cl:1][C:2]1[CH:3]=[C:4]2[C:12](=[CH:13][CH:14]=1)[NH:11][C:10]1[C:9](=O)[CH2:8][CH2:7][CH2:6][C:5]2=1.[F:16][C:17]1[CH:23]=[CH:22][C:20]([NH2:21])=[CH:19][CH:18]=1>>[Cl:1][C:2]1[CH:3]=[C:4]2[C:12](=[CH:13][CH:14]=1)[NH:11][C:10]1[CH:9]([NH:21][C:20]3[CH:22]=[CH:23][C:17]([F:16])=[CH:18][CH:19]=3)[CH2:8][CH2:7][CH2:6][C:5]2=1. Reported procedure: 6-Chloro-N-(4-fluorophenyl)-2,3,4,9-tetrahydro-1H-carbazol-1-amine was prepared from 6-chloro-2,3,4,9-tetrahydro-1H-carbazol-1-one and 4-fluoroaniline in a similar manner as described in Example 13 to give 63 mg (43% yield) of a yellow solid. 1H-NMR (CDCl3): δ 8.03 (s, 1H), 7.46 (m, 1H), 7.23-7.05 (m, 2H), 6.95 (m, 2H), 6.66 (m, 2H), 4.72 (s, 1H), 3.70 (s, 1H), 2.70 (m, 2H), 2.21 (m, 1H), 2.01 (m, 1H), 1.93-1.71 (m, 2H); MS m/z 313 (M−1). Starting materials: C(C)OC(=O)C1(CC2=CC=CC=C2C1)NC(=O)C1=CC=CC=2C(CCCC12)=O (2-[(5-oxo-5,6,7,8-tetrahydro-naphthalene-1-carbonyl)-amino]-indan-2-carboxylic acid ethyl ester), [OH-].[K+] (KOH), O (water). Run in CCO (EtOH). Conditions: time 8 hour. The product is O=C1C=2C=CC=C(C2CCC1)C(=O)NC1(CC2=CC=CC=C2C1)C(=O)O (2-[(5-oxo-5,6,7,8-tetrahydro-naphthalene-1-carbonyl)-amino]-indan-2-carboxylic acid). Isolated yield 65.1%. As a reaction SMILES: C([O:3][C:4]([C:6]1([NH:15][C:16]([C:18]2[C:27]3[CH2:26][CH2:25][CH2:24][C:23](=[O:28])[C:22]=3[CH:21]=[CH:20][CH:19]=2)=[O:17])[CH2:14][C:13]2[C:8](=[CH:9][CH:10]=[CH:11][CH:12]=2)[CH2:7]1)=[O:5])C.[OH-].[K+].O>CCO>[O:28]=[C:23]1[CH2:24][CH2:25][CH2:26][C:27]2[C:18]([C:16]([NH:15][C:6]3([C:4]([OH:5])=[O:3])[CH2:14][C:13]4[C:8](=[CH:9][CH:10]=[CH:11][CH:12]=4)[CH2:7]3)=[O:17])=[CH:19][CH:20]=[CH:21][C:22]1=2 |f:1.2|. Procedure details: The mixture of 2-[(5-oxo-5,6,7,8-tetrahydro-naphthalene-1-carbonyl)-amino]-indan-2-carboxylic acid ethyl ester (65) (250 mg, 0.66 mmol) and KOH (500 mg, 8.9 mmol) is dissolved in EtOH (10 mL) and water (0.5 mL) under a water bath. The water bath is removed when KOH is completely dissolved and the resulting reaction solution is stirred at RT for 8 h. After concentration in vacuo, the residue is dissolved in water (20 mL) and acidified with conc. HCl until no more white precipitate formed. After t... Reported procedure: To a solution of N-[4-(3-amino-4-fluorophenyl)-2,2-dimethyl-3-oxo-3,4-dihydro-2H-1,4-benzoxazin-7-yl]methanesulfonamide (compound obtained in Example 44; 13 mg) and pyridine (5.5 μL) in dichloromethane (5 mL) was added acetyl chloride (3.6 μL) under ice-cooling, and the mixture was stirred at the same temperature for 1 hour. The reaction mixture was purified by column chromatography on silica gel (solvent; chloroform to chloroform/methanol (9/1) and triturated with diisopropylether to give N-(5-... The product is CC1(OC2=C(N(C1=O)C=1C=CC(=C(C1)NC(C)=O)F)C=CC(=C2)NS(=O)(=O)C)C (N-(5-{2,2-dimethyl-7-[(methanesulfonyl)amino]-3-oxo-2,3-dihydro-4H-1,4-benzoxazin-4-yl}-2-fluorophenyl)acetamide). Conditions: time 1 hour. RXN SMILES: [NH2:1][C:2]1[CH:3]=[C:4]([N:9]2[C:14]3[CH:15]=[CH:16][C:17]([NH:19][S:20]([CH3:23])(=[O:22])=[O:21])=[CH:18][C:13]=3[O:12][C:11]([CH3:25])([CH3:24])[C:10]2=[O:26])[CH:5]=[CH:6][C:7]=1[F:8].N1C=CC=CC=1.[C:33](Cl)(=[O:35])[CH3:34]>ClCCl>[CH3:25][C:11]1([CH3:24])[C:10](=[O:26])[N:9]([C:4]2[CH:5]=[CH:6][C:7]([F:8])=[C:2]([NH:1][C:33](=[O:35])[CH3:34])[CH:3]=2)[C:14]2[CH:15]=[CH:16][C:17]([NH:19][S:20]([CH3:23])(=[O:22])=[O:21])=[CH:18][C:13]=2[O:12]1. Starting materials: NC=1C=C(C=CC1F)N1C(C(OC2=C1C=CC(=C2)NS(=O)(=O)C)(C)C)=O (N-[4-(3-amino-4-fluorophenyl)-2,2-dimethyl-3-oxo-3,4-dihydro-2H-1,4-benzoxazin-7-yl]methanesulfonamide), compound, N1=CC=CC=C1 (pyridine), C(C)(=O)Cl (acetyl chloride). Run in ClCCl (dichloromethane). Reaction SMILES: [C:1]([N:7]1[CH2:11][CH2:10][O:9][C:8]1=[O:12])(=[O:6])[CH2:2][CH2:3][CH:4]=[CH2:5].Br[CH2:14][C:15]1[C:20]([F:21])=[CH:19][CH:18]=[CH:17][C:16]=1[Cl:22]>>[Cl:22][C:16]1[CH:17]=[CH:18][CH:19]=[C:20]([F:21])[C:15]=1[CH2:14][CH:2]([CH2:3][CH:4]=[CH2:5])[C:1]([N:7]1[CH2:11][CH2:10][O:9][C:8]1=[O:12])=[O:6]. Reported procedure: Using the procedure to synthesize Example 1, alkylation of 3-pent-4-enoyl-oxazolidin-2-one (Preparation 23) (5.0 g, 30.0 mmol) with 2-bromomethyl-1-chloro-3-fluoro-benzene affords 6.81 g (74%) of the title compound as a white solid. Starting materials: C(CCC=C)(=O)N1C(OCC1)=O (3-pent-4-enoyl-oxazolidin-2-one), BrCC1=C(C=CC=C1F)Cl (2-bromomethyl-1-chloro-3-fluoro-benzene). The product is ClC1=C(CC(C(=O)N2C(OCC2)=O)CC=C)C(=CC=C1)F (3-[2-(2-Chloro-6-fluoro-benzyl)-pent-4-enoyl]-oxazolidin-2-one). The yield is 74.0%. The reactants are N[C@H](CC1=CNC2=CC=CC=C12)C(=O)O (D-tryptophan), S(=O)(Cl)Cl (thionyl chloride), CO (methanol), CO (methanol), resultant solution. Conditions: time 0.5 hour. Yields the product Cl.COC([C@H](N)CC1=CNC2=CC=CC=C12)=O (D-tryptophan methyl ester hydrochloride). RXN SMILES: [NH2:1][C@@H:2]([C:13]([OH:15])=[O:14])[CH2:3][C:4]1[C:12]2[C:7](=[CH:8][CH:9]=[CH:10][CH:11]=2)[NH:6][CH:5]=1.S(Cl)([Cl:18])=O.[CH3:20]O>>[ClH:18].[CH3:20][O:14][C:13](=[O:15])[C@@H:2]([CH2:3][C:4]1[C:12]2[C:7](=[CH:8][CH:9]=[CH:10][CH:11]=2)[NH:6][CH:5]=1)[NH2:1] |f:3.4|. Procedure details: D-tryptophan (100 g) was suspended in methanol (500 mL) and the suspension was added to a solution of thionyl chloride (82.14 g) in methanol (500 mL) at 25° C. to 30° C. under nitrogen atmosphere. The resultant solution was stirred at reflux for 3 to 4 hours and the reaction mixture was concentrated to a residual volume of 150 mL. To the concentrated mixture, dichloromethane (700 mL) was added and the resultant solution was cooled to 0° C. to 5° C. with continuous stirring for 0.5 hours. The sol... Reactants: O=C1O[C@H](CN1C1=CC=C(C=C1)N1C(COCC1)=O)CNC=O (N-({(5S)-2-oxo-3-[4-(3-oxomorpholin-4-yl)phenyl]-1,3-oxazolidin-5-yl}methyl)formamide), ClC1=CC=C(S1)C(=O)Cl (5-chlorothiophene carbonyl chloride), C(C)(=O)OCC (ethyl acetate), O (water). The solvent is O1CCCC1 (tetrahydrofuran), [H-].[Na+] (sodium hydride), CO (methanol), C(C)(=O)O (acetic acid). Product: C1=CC(=CC=C1N2CCOCC2=O)N3C[C@@H](OC3=O)CNC(=O)C4=CC=C(S4)Cl (Rivaroxaban). Reaction SMILES: [O:1]=[C:2]1[N:6]([C:7]2[CH:12]=[CH:11][C:10]([N:13]3[CH2:18][CH2:17][O:16][CH2:15][C:14]3=[O:19])=[CH:9][CH:8]=2)[CH2:5][C@H:4]([CH2:20][NH:21][CH:22]=[O:23])[O:3]1.[Cl:24][C:25]1[S:29][C:28](C(Cl)=O)=[CH:27][CH:26]=1.C(OCC)(=O)C.O>O1CCCC1.[H-].[Na+].CO.C(O)(=O)C>[CH:11]1[C:10]([N:13]2[C:14](=[O:19])[CH2:15][O:16][CH2:17][CH2:18]2)=[CH:9][CH:8]=[C:7]([N:6]2[C:2](=[O:1])[O:3][C@@H:4]([CH2:20][NH:21][C:22]([C:28]3[S:29][C:25]([Cl:24])=[CH:26][CH:27]=3)=[O:23])[CH2:5]2)[CH:12]=1 |f:5.6|. Reported procedure: N-({(5S)-2-oxo-3-[4-(3-oxomorpholin-4-yl)phenyl]-1,3-oxazolidin-5-yl}methyl)formamide (1 g) taken in a mixture of tetrahydrofuran (10 ml) and sodium hydride (0.11 g) stirred reaction mass at 25 to 30° C. for 30 minutes. To this mixture added 5-chlorothiophene carbonyl chloride (0.86 g). Obtained reaction mass then stirred for 1 to 2 h at 25 to 30° C. After completion of reaction, added ethyl acetate and water. Separated organic layer and concentrated under reduced pressure to obtain residue. Add... RXN SMILES: [CH3:36][CH2:37][NH2:38].[CH:1]1([CH2:7][CH2:8][CH2:9][CH:10]([CH2:11][C:12](=[O:13])[O:14][C:15]([CH3:16])([CH3:17])[CH3:18])[c:19]2[n:20][c:21]([CH2:24][O:25][S:26]([c:27]3[cH:28][cH:29][c:30]([CH3:31])[cH:32][cH:33]3)(=[O:34])=[O:35])[n:22][o:23]2)[CH2:2][CH2:3][CH2:4][CH2:5][CH2:6]1>>[CH:1]1([CH2:7][CH2:8][CH2:9][CH:10]([CH2:11][C:12](=[O:13])[O:14][C:15]([CH3:16])([CH3:17])[CH3:18])[c:19]2[n:20][c:21]([CH2:24][NH:38][CH2:37][CH3:36])[n:22][o:23]2)[CH2:2][CH2:3][CH2:4][CH2:5][CH2:6]1. The reactants are CCN, Cc1ccc(S(=O)(=O)OCc2noc(C(CCCC3CCCCC3)CC(=O)OC(C)(C)C)n2)cc1. Yields the product CCNCc1noc(C(CCCC2CCCCC2)CC(=O)OC(C)(C)C)n1.